Dataset: the Open Reaction Database (ORD), a public repository of structured organic reaction records. Task: describe an organic reaction: reactants, conditions, products, and yield Reactants: NC1=CC=C(C=N1)NC(=O)C=1N(C2=CC=C(C=C2C1)F)CC1=CC(=CC=C1)F (N-[6-aminopyrid-3-yl]-5-fluoro-1-[(3-fluorophenyl)-methyl]-1H-indole-2-carboxamide), BrCC(=O)C=1SC=CC1 (2-bromo-1-(thien-2-yl)ethanone). Run in C(C)#N (acetonitrile). Product: Compound 6, S1C(=CC=C1)C=1N=C2N(C=C(C=C2)NC(=O)C=2N(C3=CC=C(C=C3C2)F)CC2=CC(=CC=C2)F)C1 (N-[2-(Thien-2-yl)imidazo[1,2-a]pyrid-6-yl]-5-fluoro-1-[(3-fluorophenyl)methyl]-1H-indole-2-carboxamide). Isolated yield 100.0%. RXN SMILES: [NH2:1][C:2]1[N:7]=[CH:6][C:5]([NH:8][C:9]([C:11]2[N:12]([CH2:21][C:22]3[CH:27]=[CH:26][CH:25]=[C:24]([F:28])[CH:23]=3)[C:13]3[C:18]([CH:19]=2)=[CH:17][C:16]([F:20])=[CH:15][CH:14]=3)=[O:10])=[CH:4][CH:3]=1.Br[CH2:30][C:31]([C:33]1[S:34][CH:35]=[CH:36][CH:37]=1)=O>C(#N)C>[S:34]1[CH:35]=[CH:36][CH:37]=[C:33]1[C:31]1[N:1]=[C:2]2[CH:3]=[CH:4][C:5]([NH:8][C:9]([C:11]3[N:12]([CH2:21][C:22]4[CH:27]=[CH:26][CH:25]=[C:24]([F:28])[CH:23]=4)[C:13]4[C:18]([CH:19]=3)=[CH:17][C:16]([F:20])=[CH:15][CH:14]=4)=[O:10])=[CH:6][N:7]2[CH:30]=1. Procedure details: Compound 6 was prepared according to a process similar to that described in step 4.3, by reacting 0.1 g (0.26 mmol) of N-[6-aminopyrid-3-yl]-5-fluoro-1-[(3-fluorophenyl)-methyl]-1H-indole-2-carboxamide, prepared according to the protocol described in step 4.2, with 0.11 g (0.53 mmol) of 2-bromo-1-(thien-2-yl)ethanone in 4 mL of acetonitrile. 0.126 g of the expected product is thus obtained in the form of a white solid. The reactants are C1COCCOCCOCCOCCOCCO1 (18-crown-6), C(C)(=O)[O-].[K+] (potassium acetate), C(C)OC(C1=CC(=CC(=C1)CBr)CBr)=O (3,5-bis[bromomethyl]benzoic acid ethyl ester). Run in C(C)#N (acetonitrile). Run at time 8 hour. Yields the product C(C)(=O)OCC=1C=C(C(=O)OCC)C=C(C1)CBr (3-Acetoxymethyl-5-[bromomethyl]benzoic acid, ethyl ester). Reaction SMILES: C1OCCOCCOCCOCCOCCOC1.[C:19]([O-:22])(=[O:21])[CH3:20].[K+].[CH2:24]([O:26][C:27](=[O:38])[C:28]1[CH:33]=[C:32]([CH2:34][Br:35])[CH:31]=[C:30]([CH2:36]Br)[CH:29]=1)[CH3:25]>C(#N)C>[C:19]([O:22][CH2:36][C:30]1[CH:29]=[C:28]([CH:33]=[C:32]([CH2:34][Br:35])[CH:31]=1)[C:27]([O:26][CH2:24][CH3:25])=[O:38])(=[O:21])[CH3:20] |f:1.2|. Procedure details: To a stirred solution of 18-crown-6 (0.103 g) in acetonitrile (15 ml) was added potassium acetate (0.38 g). After 30 minutes 3,5-bis[bromomethyl]benzoic acid ethyl ester (2.61 g) was added and the mixture was stirred overnight. The mixture was partitioned between ethyl acetate and water. The organic phase was dried (MgSO4) and evaporated and the residue purified by chromatography eluting with 10% ethyl acetate in isohexane. Yield 0.97 g. Starting materials: N1CCNCCNCCNCCNCCNCC1 (1,4,7,10,13,16-hexaazacyclooctadecane), C(C1=CC=CC=C1)OC(=O)NCCC(=O)O (benzyloxycarbonyl-β-alanine), C(C)OC1N(C2=CC=CC=C2C=C1)C(=O)OCC (2-ethoxy-l-ethoxycarbonyl-1,2-dihydroquinoline). Run in O1CCCC1 (tetrahydrofuran), C1(=CC=CC=C1)C (toluene), C1(=CC=CC=C1)C (toluene). Conditions: time 8 hour. Product: C(C1=CC=CC=C1)OC(=O)NCCC(=O)N1CCN(CCN(CCN(CCN(CCN(CC1)C(CCNC(=O)OCC1=CC=CC=C1)=O)C(CCNC(=O)OCC1=CC=CC=C1)=O)C(CCNC(=O)OCC1=CC=CC=C1)=O)C(CCNC(=O)OCC1=CC=CC=C1)=O)C(CCNC(=O)OCC1=CC=CC=C1)=O (1,4,7,10,13,16-Hexakis[N-benzyloxycarbonyl-β-alanyl]-1,4,7,10,13,16-hexaazacyclooctadecane). As a reaction SMILES: [NH:1]1[CH2:18][CH2:17][NH:16][CH2:15][CH2:14][NH:13][CH2:12][CH2:11][NH:10][CH2:9][CH2:8][NH:7][CH2:6][CH2:5][NH:4][CH2:3][CH2:2]1.[CH2:19]([O:26][C:27]([NH:29][CH2:30][CH2:31][C:32]([OH:34])=O)=[O:28])[C:20]1[CH:25]=[CH:24][CH:23]=[CH:22][CH:21]=1.C(OC1C=[CH:46][C:45]2[C:40](=[CH:41][CH:42]=[CH:43][CH:44]=2)N1C(OCC)=O)C>O1CCCC1.C1(C)C=CC=CC=1>[CH2:19]([O:26][C:27]([NH:29][CH2:30][CH2:31][C:32]([N:1]1[CH2:18][CH2:17][N:16]([C:32](=[O:34])[CH2:31][CH2:30][NH:29][C:27]([O:26][CH2:19][C:20]2[CH:25]=[CH:24][CH:23]=[CH:22][CH:21]=2)=[O:28])[CH2:15][CH2:14][N:13]([C:32](=[O:34])[CH2:31][CH2:30][NH:29][C:27]([O:26][CH2:19][C:20]2[CH:25]=[CH:24][CH:23]=[CH:22][CH:21]=2)=[O:28])[CH2:12][CH2:11][N:10]([C:32](=[O:34])[CH2:31][CH2:30][NH:29][C:27]([O:26][CH2:19][C:20]2[CH:25]=[CH:24][CH:23]=[CH:22][CH:21]=2)=[O:28])[CH2:9][CH2:8][N:7]([C:32](=[O:34])[CH2:31][CH2:30][NH:29][C:27]([O:28][CH2:46][C:45]2[CH:40]=[CH:41][CH:42]=[CH:43][CH:44]=2)=[O:26])[CH2:6][CH2:5][N:4]([C:32](=[O:34])[CH2:31][CH2:30][NH:29][C:27]([O:26][CH2:19][C:20]2[CH:21]=[CH:22][CH:23]=[CH:24][CH:25]=2)=[O:28])[CH2:3][CH2:2]1)=[O:34])=[O:28])[C:20]1[CH:25]=[CH:24][CH:23]=[CH:22][CH:21]=1. Procedure: 516 mg (2 mmol) of 1,4,7,10,13,16-hexaazacyclooctadecane (hexacyclene; Fluka) is azeotropically dehydrated with toluene. A solution of 3.35 g (15 mmol) of benzyloxycarbonyl-β-alanine (Sigma) in tetrahydrofuran (THF) as well as 3.71 g (15 mmol) of 2-ethoxy-l-ethoxycarbonyl-1,2-dihydroquinoline (EEDQ; Fluka) are added to the cooled solution of hexacyclene in toluene at room temperature and stirred overnight. After the reaction is completed, the product is precipitated by adding hexane, and the pre... Starting materials: BrCc1ccccc1, CNS(C)(=O)=O, CS(C)=O, [H-], [H][H], [Na+], O, O=Cc1cccc(O)c1O. Yields the product O=Cc1cccc(OCc2ccccc2)c1O. RXN SMILES: [Br:21][CH2:22][c:23]1[cH:24][cH:25][cH:26][cH:27][cH:28]1.[CH3:13][NH:14][S:15]([CH3:16])(=[O:17])=[O:18].[CH3:29][S:30]([CH3:31])=[O:32].[H-:19].[H:1][H:2].[Na+:20].[OH2:33].[OH:3][c:4]1[c:5]([CH:6]=[O:7])[cH:8][cH:9][cH:10][c:11]1[OH:12]>>[OH:3][c:4]1[c:5]([CH:6]=[O:7])[cH:8][cH:9][cH:10][c:11]1[O:12][CH2:22][c:23]1[cH:24][cH:25][cH:26][cH:27][cH:28]1. Reactants: four, C(C)N1C=NC=C1 (1-ethyl imidazole), CCS(=O)(=O)O (methylmethane sulfonic acid). Solvent: C1(=CC=CC=C1)C (toluene). Yields the product CS(=O)(=O)[O-].C(C)[N+]1=CN(C=C1)C (1-ethyl-3-methyl imidazolium methyl sulfonate). The yield is 98.0%. As a reaction SMILES: [CH2:1]([N:3]1[CH:7]=[CH:6][N:5]=[CH:4]1)[CH3:2].[CH3:8][CH2:9][S:10]([OH:13])(=[O:12])=[O:11]>C1(C)C=CC=CC=1>[CH3:9][S:10]([O-:13])(=[O:12])=[O:11].[CH2:1]([N+:3]1[CH:7]=[CH:6][N:5]([CH3:8])[CH:4]=1)[CH3:2] |f:3.4|. Reported procedure: To a 200 ml four necked flask equipped with a stirrer, a dropping funnel, a cooling tube and a thermometer, 48.07 g (0.5 mol) of 1-ethyl imidazole and 50 ml of toluene were charged and heated to 100° C., to which 55.07 g (0.50 mol) of methylmethane sulfonic acid was dropped slowly taking one hour or more and reacted for 25 hours. After reaction, they were cooled to room temperature and 101.07 g of 1-ethyl-3-methyl imidazolium methyl sulfonate was obtained by drying under a reduced pressure. Then... Starting materials: Compound II, C(C1=CC=CC=C1)NC(=O)NN(C)CC(=O)O (2-(2-(benzylcarbamoyl)-1-methylhydrazinyl)acetic acid), N[C@H](C(=O)N([C@H](C(OCC)OCC)C)CC=1C2=C(SC1)C=CC=C2)CC(=O)NC(C2=CC=CC=C2)(C2=CC=CC=C2)C2=CC=CC=C2 ((S)-2-amino-N1-(benzo[b]thiophen-3-ylmethyl)-N1—((S)-1,1-diethoxypropan-2-yl)-N4-tritylsuccinamide). Product: S1C2=C(C(=C1)CN(C([C@H](CC(NC(C1=CC=CC=C1)(C1=CC=CC=C1)C1=CC=CC=C1)=O)NC(CN(NC(=O)NCC1=CC=CC=C1)C)=O)=O)[C@H](C(OCC)OCC)C)C=CC=C2 (1-(2-((S)-1-((benzo[b]thiophen-3-ylmethyl)((S)-1,1-diethoxypropan-2-yl)amino)-1,4-dioxo-4-(tritylamino)butan-2-ylamino)-2-oxoethyl)-4-benzyl-1-methylsemicarbazide). RXN SMILES: [CH2:1]([NH:8][C:9]([NH:11][N:12]([CH2:14][C:15]([OH:17])=O)[CH3:13])=[O:10])[C:2]1[CH:7]=[CH:6][CH:5]=[CH:4][CH:3]=1.[NH2:18][C@@H:19]([CH2:42][C:43]([NH:45][C:46]([C:59]1[CH:64]=[CH:63][CH:62]=[CH:61][CH:60]=1)([C:53]1[CH:58]=[CH:57][CH:56]=[CH:55][CH:54]=1)[C:47]1[CH:52]=[CH:51][CH:50]=[CH:49][CH:48]=1)=[O:44])[C:20]([N:22]([CH2:32][C:33]1[C:34]2[CH:41]=[CH:40][CH:39]=[CH:38][C:35]=2[S:36][CH:37]=1)[C@@H:23]([CH3:31])[CH:24]([O:28][CH2:29][CH3:30])[O:25][CH2:26][CH3:27])=[O:21]>>[S:36]1[CH:37]=[C:33]([CH2:32][N:22]([C@@H:23]([CH3:31])[CH:24]([O:25][CH2:26][CH3:27])[O:28][CH2:29][CH3:30])[C:20](=[O:21])[C@@H:19]([NH:18][C:15](=[O:17])[CH2:14][N:12]([CH3:13])[NH:11][C:9]([NH:8][CH2:1][C:2]2[CH:3]=[CH:4][CH:5]=[CH:6][CH:7]=2)=[O:10])[CH2:42][C:43](=[O:44])[NH:45][C:46]([C:47]2[CH:48]=[CH:49][CH:50]=[CH:51][CH:52]=2)([C:59]2[CH:64]=[CH:63][CH:62]=[CH:61][CH:60]=2)[C:53]2[CH:54]=[CH:55][CH:56]=[CH:57][CH:58]=2)[C:34]2[CH:41]=[CH:40][CH:39]=[CH:38][C:35]1=2. Procedure details: According to the procedure described in the synthesis method of Compound II-15, 2-(2-(benzylcarbamoyl)-1-methylhydrazinyl)acetic acid (Compound VI-3) 55 mg (0.23 mmol) was coupled with (S)-2-amino-N1-(benzo[b]thiophen-3-ylmethyl)-N1—((S)-1,1-diethoxypropan-2-yl)-N4-tritylsuccinamide (Compound IV-21) 100 mg (0.15 mmol) to obtain the title compound.